Dataset: the Open Reaction Database (ORD), a public repository of structured organic reaction records. Task: describe an organic reaction: reactants, conditions, products, and yield Starting materials: COC(=O)C1=CC=CC=2NC(=NC21)C(NC2CCN(CC2)C2CC2)=O (2-(1-cyclopropyl-piperidin-4-ylcarbamoyl)-1H-benzoimidazole-4-carboxylic acid methyl ester), BrCC(=O)NC1=NC=C(C=C1)Cl (2-bromo-N-(5-chloro-pyridin-2-yl)-acetamide). The product is COC(=O)C1=CC=CC=2N(C(=NC21)C(NC2CCN(CC2)C2CC2)=O)CC(NC2=NC=C(C=C2)Cl)=O (1-[(5-Chloro-pyridin-2-ylcarbamoyl)-methyl]-2-(1-cyclopropyl-piperidin-4-ylcarbamoyl)-1H-benzoimidazole-4-carboxylic acid methyl ester). As a reaction SMILES: [CH3:1][O:2][C:3]([C:5]1[C:13]2[N:12]=[C:11]([C:14](=[O:25])[NH:15][CH:16]3[CH2:21][CH2:20][N:19]([CH:22]4[CH2:24][CH2:23]4)[CH2:18][CH2:17]3)[NH:10][C:9]=2[CH:8]=[CH:7][CH:6]=1)=[O:4].Br[CH2:27][C:28]([NH:30][C:31]1[CH:36]=[CH:35][C:34]([Cl:37])=[CH:33][N:32]=1)=[O:29]>>[CH3:1][O:2][C:3]([C:5]1[C:13]2[N:12]=[C:11]([C:14](=[O:25])[NH:15][CH:16]3[CH2:17][CH2:18][N:19]([CH:22]4[CH2:23][CH2:24]4)[CH2:20][CH2:21]3)[N:10]([CH2:27][C:28](=[O:29])[NH:30][C:31]3[CH:36]=[CH:35][C:34]([Cl:37])=[CH:33][N:32]=3)[C:9]=2[CH:8]=[CH:7][CH:6]=1)=[O:4]. Procedure: 1-[(5-Chloro-pyridin-2-ylcarbamoyl)-methyl]-2-(1-cyclopropyl-piperidin-4-ylcarbamoyl)-1H-benzoimidazole-4-carboxylic acid methyl ester was prepared by a procedure according to example 15 starting from 1.40 g (4.09 mmol) 2-(1-cyclopropyl-piperidin-4-ylcarbamoyl)-1H-benzoimidazole-4-carboxylic acid methyl ester and 1.02 g (4.09 mmol) 2-bromo-N-(5-chloro-pyridin-2-yl)-acetamide. Procedure details: The title compound was prepared by a procedure similar to that described for E1 starting from 4-{[(4-{[4-chloro-3-(trifluoromethyl)phenyl]oxy}phenyl)methyl]oxy}-2(1H)-pyrimidinone and 4-(chloromethyl)-1-methyl-1H-pyrazole hydrochloride. LC-MS (ESI): m/z 491 [M+H]+; 3.49 min (ret time). Product: ClC1=C(C=C(C=C1)OC1=CC=C(C=C1)COC1=NC(N(C=C1)CC=1C=NN(C1)C)=O)C(F)(F)F (4-{[(4-{[4-Chloro-3-(trifluoromethyl)phenyl]oxy}phenyl)methyl]oxy}-1-[(1-methyl-1H-pyrazol-4-yl)methyl]-2(1H)-pyrimidinone). The reactants are E1, ClC1=C(C=C(C=C1)OC1=CC=C(C=C1)COC1=NC(NC=C1)=O)C(F)(F)F (4-{[(4-{[4-chloro-3-(trifluoromethyl)phenyl]oxy}phenyl)methyl]oxy}-2(1H)-pyrimidinone), Cl.ClCC=1C=NN(C1)C (4-(chloromethyl)-1-methyl-1H-pyrazole hydrochloride). RXN SMILES: [Cl:1][C:2]1[CH:7]=[CH:6][C:5]([O:8][C:9]2[CH:14]=[CH:13][C:12]([CH2:15][O:16][C:17]3[CH:22]=[CH:21][NH:20][C:19](=[O:23])[N:18]=3)=[CH:11][CH:10]=2)=[CH:4][C:3]=1[C:24]([F:27])([F:26])[F:25].Cl.Cl[CH2:30][C:31]1[CH:32]=[N:33][N:34]([CH3:36])[CH:35]=1>>[Cl:1][C:2]1[CH:7]=[CH:6][C:5]([O:8][C:9]2[CH:10]=[CH:11][C:12]([CH2:15][O:16][C:17]3[CH:22]=[CH:21][N:20]([CH2:30][C:31]4[CH:32]=[N:33][N:34]([CH3:36])[CH:35]=4)[C:19](=[O:23])[N:18]=3)=[CH:13][CH:14]=2)=[CH:4][C:3]=1[C:24]([F:25])([F:27])[F:26] |f:1.2|. Reactants: O=C(Cl)c1ccccc1, C=CCN(C(=O)OCc1ccc([N+](=O)[O-])cc1)C1CCN(CC2CC(N(C)C(=O)OC(C)(C)C)CC2c2ccccc2)CC1. The product is C=CCN(C(=O)OCc1ccc([N+](=O)[O-])cc1)C1CCN(CC2CC(N(C)C(=O)c3ccccc3)CC2c2ccccc2)CC1. As a reaction SMILES: [C:45]([c:46]1[cH:47][cH:48][cH:49][cH:50][cH:51]1)(=[O:52])[Cl:53].[CH3:1][N:2]([C:3]([O:4][C:5]([CH3:6])([CH3:7])[CH3:8])=[O:9])[CH:10]1[CH2:11][CH:12]([CH2:21][N:22]2[CH2:23][CH2:24][CH:25]([N:28]([CH2:29][CH:30]=[CH2:31])[C:32](=[O:33])[O:34][CH2:35][c:36]3[cH:37][cH:38][c:39]([N+:42](=[O:43])[O-:44])[cH:40][cH:41]3)[CH2:26][CH2:27]2)[CH:13]([c:15]2[cH:16][cH:17][cH:18][cH:19][cH:20]2)[CH2:14]1>>[CH3:1][N:2]([CH:10]1[CH2:11][CH:12]([CH2:21][N:22]2[CH2:23][CH2:24][CH:25]([N:28]([CH2:29][CH:30]=[CH2:31])[C:32](=[O:33])[O:34][CH2:35][c:36]3[cH:37][cH:38][c:39]([N+:42](=[O:43])[O-:44])[cH:40][cH:41]3)[CH2:26][CH2:27]2)[CH:13]([c:15]2[cH:16][cH:17][cH:18][cH:19][cH:20]2)[CH2:14]1)[C:45]([c:46]1[cH:47][cH:48][cH:49][cH:50][cH:51]1)=[O:52]. The reactants are ClC1=C(C=CC(=C1)Cl)[N+](=O)[O-] (2,4-Dichloronitrobenzene), N[C@@H](C)C(=O)O (L-alanine), [OH-].[Na+] (sodium hydroxide). Run in COCCO (2-methoxyethanol). The product is ClC=1C=C(C(=CC1)[N+](=O)[O-])N[C@@H](C)C(=O)O ((S)-N-(3-Chloro-6-nitrophenyl)alanine). Reaction SMILES: Cl[C:2]1[CH:7]=[C:6]([Cl:8])[CH:5]=[CH:4][C:3]=1[N+:9]([O-:11])=[O:10].[NH2:12][C@H:13]([C:15]([OH:17])=[O:16])[CH3:14].[OH-].[Na+]>COCCO>[Cl:8][C:6]1[CH:7]=[C:2]([NH:12][C@H:13]([C:15]([OH:17])=[O:16])[CH3:14])[C:3]([N+:9]([O-:11])=[O:10])=[CH:4][CH:5]=1 |f:2.3|. Procedure: 2,4-Dichloronitrobenzene (21.0 g, 0.109 mol) and 23.0 g (0.258 mol) of L-alanine were refluxed for 48 hours in 400 ml of 2-methoxyethanol with an addition of 120 ml of 2N sodium hydroxide solution. The mixture was subsequently concentrated in vacuo, and the residue was taken up in aqueous sodium hydrogen carbonate solution. The mixture was extracted three times using ethyl acetate, the extract was then acidified with 6N hydrochloric acid, and the yellow product was extracted using ethyl acetate.... The reactants are FC(C1=CC=C(OC2=CC=C(OC(C(CC(=O)OCC)O)C)C=C2)C=C1)(F)F (ethyl 4-[4-(4-trifluoromethylphenoxy)phenoxy]-3-hydroxypentanoate), C(Cl)Cl (Methylene chloride), O (H2O), C(=O)O (formic acid). Yields the product FC(C1=CC=C(OC2=CC=C(OC(C(CC(=O)OCC)OC=O)C)C=C2)C=C1)(F)F (ethyl 4-[4-(4-trifluoromethylphenoxy)phenoxy]-3-formoyloxypentanoate). Isolated yield 60.0%. Reaction SMILES: [F:1][C:2]([F:28])([F:27])[C:3]1[CH:26]=[CH:25][C:6]([O:7][C:8]2[CH:24]=[CH:23][C:11]([O:12][CH:13]([CH3:22])[CH:14]([OH:21])[CH2:15][C:16]([O:18][CH2:19][CH3:20])=[O:17])=[CH:10][CH:9]=2)=[CH:5][CH:4]=1.C(Cl)Cl.O.[CH:33](O)=[O:34]>>[F:1][C:2]([F:27])([F:28])[C:3]1[CH:4]=[CH:5][C:6]([O:7][C:8]2[CH:24]=[CH:23][C:11]([O:12][CH:13]([CH3:22])[CH:14]([O:21][CH:33]=[O:34])[CH2:15][C:16]([O:18][CH2:19][CH3:20])=[O:17])=[CH:10][CH:9]=2)=[CH:25][CH:26]=1. Reported procedure: 4 g of ethyl 4-[4-(4-trifluoromethylphenoxy)phenoxy]-3-hydroxypentanoate in formic acid were heated to 60° C. for 6 hours and to 65° C. for an additional 3 hours (approx. 80% complete reaction) Methylene chloride and H2O were added to the mixture after transferring to a separation funnel. The methylene chloride layer was washed with water, NaHCO3, water and brine, dried over MgSO4 and its volume reduced to 3.8 g. The product was purified by silica gel chromatography (hexane/ethyl acetate) and id... The reactants are C(=O)C=1C=CC=C2C=CNC12 (7-formylindole), CC(C)([O-])C.[K+] (potassium tert-butoxide). Reagents/catalysts: [Br-].C[P+](C1=CC=CC=C1)(C1=CC=CC=C1)C1=CC=CC=C1 (methyl triphenylphosphonium bromide). Solvent: O1CCCC1 (tetrahydrofuran), O1CCCC1 (tetrahydrofuran), C(C)(=O)OCC (ethyl acetate). Run at time 45 minute. Product: C(=C)C=1C=CC=C2C=CNC12 (7-vinylindole). RXN SMILES: [CH3:1]C(C)([O-])C.[K+].[CH:7]([C:9]1[CH:10]=[CH:11][CH:12]=[C:13]2[C:17]=1[NH:16][CH:15]=[CH:14]2)=O>[Br-].C[P+](C1C=CC=CC=1)(C1C=CC=CC=1)C1C=CC=CC=1.O1CCCC1.C(OCC)(=O)C>[CH:7]([C:9]1[CH:10]=[CH:11][CH:12]=[C:13]2[C:17]=1[NH:16][CH:15]=[CH:14]2)=[CH2:1] |f:0.1,3.4|. Procedure: To a solution of methyl triphenylphosphonium bromide (5.05 g, 14.1 mmol) in tetrahydrofuran (80 mL) was added potassium tert-butoxide (1 M in tetrahydrofuran, 14.1 mL, 14.1 mmol) and the reaction stirred for 45 minutes at room temperature. Next a prepared solution of 7-formylindole (1.00 g, 6.89 mmol) in tetrahydrofuran (10 mL) was added and the reaction stirred for 1.5 hours. The reaction mixture was diluted with ethyl acetate (250 mL) and washed with an 8:1 mixture of water and 1 N hydrochlori... The reactants are BrC=1C=C(COCC2(CCN(CC2)C(=O)OC(C)(C)C)C2=CC=CC=C2)C=C(C1)C(F)(F)F (tert-Butyl 4-((3-bromo-5-(trifluoromethyl)benzyloxy)methyl)-4-phenylpiperidine-1-carboxylate), FC1=C(C=CC(=C1F)OC)B(O)O (2,3-difluoro-4-methoxyphenylboronic acid). Reagents/catalysts: [Pd].C1(=CC=CC=C1)P(C1=CC=CC=C1)C1=CC=CC=C1.C1(=CC=CC=C1)P(C1=CC=CC=C1)C1=CC=CC=C1.C1(=CC=CC=C1)P(C1=CC=CC=C1)C1=CC=CC=C1.C1(=CC=CC=C1)P(C1=CC=CC=C1)C1=CC=CC=C1 (tetrakis(triphenylphosphine) palladium(0)). Run in O1CCCC1 (tetrahydrofuran). Conditions: temperature 120 celsius. Product: FC1=C(C=CC(=C1F)OC)C1=CC(=CC(=C1)C(F)(F)F)COCC1(CCNCC1)C1=CC=CC=C1 (4-(((2′,3′-Difluoro-4′-methoxy-5-(trifluoromethyl)biphenyl-3-yl)methoxy)methyl)-4-phenylpiperidine). Reaction SMILES: Br[C:2]1[CH:3]=[C:4]([CH:27]=[C:28]([C:30]([F:33])([F:32])[F:31])[CH:29]=1)[CH2:5][O:6][CH2:7][C:8]1([C:21]2[CH:26]=[CH:25][CH:24]=[CH:23][CH:22]=2)[CH2:13][CH2:12][N:11](C(OC(C)(C)C)=O)[CH2:10][CH2:9]1.[F:34][C:35]1[C:40]([F:41])=[C:39]([O:42][CH3:43])[CH:38]=[CH:37][C:36]=1B(O)O>O1CCCC1.[Pd].C1(P(C2C=CC=CC=2)C2C=CC=CC=2)C=CC=CC=1.C1(P(C2C=CC=CC=2)C2C=CC=CC=2)C=CC=CC=1.C1(P(C2C=CC=CC=2)C2C=CC=CC=2)C=CC=CC=1.C1(P(C2C=CC=CC=2)C2C=CC=CC=2)C=CC=CC=1>[F:34][C:35]1[C:40]([F:41])=[C:39]([O:42][CH3:43])[CH:38]=[CH:37][C:36]=1[C:2]1[CH:29]=[C:28]([C:30]([F:32])([F:31])[F:33])[CH:27]=[C:4]([CH2:5][O:6][CH2:7][C:8]2([C:21]3[CH:26]=[CH:25][CH:24]=[CH:23][CH:22]=3)[CH2:13][CH2:12][NH:11][CH2:10][CH2:9]2)[CH:3]=1 |f:3.4.5.6.7|. Procedure: tert-Butyl 4-((3-bromo-5-(trifluoromethyl)benzyloxy)methyl)-4-phenylpiperidine-1-carboxylate (150 mg, 0.28 mmol), 2,3-difluoro-4-methoxyphenylboronic acid (139 mg, 0.84 mmol), and tetrakis(triphenylphosphine) palladium(0) (33 mg, 0.03 mmol) were combined in dry tetrahydrofuran (3 mL) in a microwave tube and sealed. After flushing with nitrogen, 1.0 mL of a 1 N potassium hydroxide aqueous solution was introduced. The mixture was heated at 120° C. for 1 h via microwave. After cooling to room tempe...